This data is from the Open Reaction Database (ORD), a public repository of structured organic reaction records. The task is: describe an organic reaction: reactants, conditions, products, and yield Yields the product O=C(O)Cc1ccc(Nc2nc3c(Cl)cccc3s2)c(Cl)c1. RXN SMILES: [CH2:26]1[O:27][CH2:28][CH2:29][CH2:30]1.[Cl:1][c:2]1[cH:3][cH:4][cH:5][c:6]2[c:7]1[n:8][c:9]([NH:11][c:12]1[c:13]([Cl:23])[cH:14][c:15]([CH2:18][C:19](=[O:20])[O:21][CH3:22])[cH:16][cH:17]1)[s:10]2.[ClH:31].[Na+:25].[OH-:24]>>[Cl:1][c:2]1[cH:3][cH:4][cH:5][c:6]2[c:7]1[n:8][c:9]([NH:11][c:12]1[c:13]([Cl:23])[cH:14][c:15]([CH2:18][C:19](=[O:20])[OH:21])[cH:16][cH:17]1)[s:10]2. Starting materials: C1CCOC1, COC(=O)Cc1ccc(Nc2nc3c(Cl)cccc3s2)c(Cl)c1, Cl, [Na+], [OH-].